From a dataset of the Open Reaction Database (ORD), a public repository of structured organic reaction records. describe an organic reaction: reactants, conditions, products, and yield Starting materials: FC1=CC=C(C=C1)C=1N(N=C2CCNCCC12)C(C)C (3-(4-fluoro-phenyl)-2-isopropyl-2,4,5,6,7,8-hexahydro-1,2,6-triaza-azulene), C(CC(O)(C(=O)O)CC(=O)O)(=O)O (citric acid). Reaction conditions: time 18 hour. RXN SMILES: [F:1][C:2]1[CH:7]=[CH:6][C:5]([C:8]2[N:9]([CH:18]([CH3:20])[CH3:19])[N:10]=[C:11]3[C:17]=2[CH2:16][CH2:15][NH:14][CH2:13][CH2:12]3)=[CH:4][CH:3]=1.[C:21]([OH:33])(=[O:32])[CH2:22][C:23]([CH2:28][C:29]([OH:31])=[O:30])([C:25]([OH:27])=[O:26])[OH:24]>CO.CCOC(C)=O>[C:21]([OH:33])(=[O:32])[CH2:22][C:23]([CH2:28][C:29]([OH:31])=[O:30])([C:25]([OH:27])=[O:26])[OH:24].[F:1][C:2]1[CH:7]=[CH:6][C:5]([C:8]2[N:9]([CH:18]([CH3:20])[CH3:19])[N:10]=[C:11]3[C:17]=2[CH2:16][CH2:15][NH:14][CH2:13][CH2:12]3)=[CH:4][CH:3]=1 |f:4.5|. Procedure: A solution of 3-(4-fluoro-phenyl)-2-isopropyl-2,4,5,6,7,8-hexahydro-1,2,6-triaza-azulene (160.0 g, 0.585 mol) in methanol (1.2 L) was treated with a solution of citric acid (123.7 g, 0.644 mol) in methanol (500 mL). The solution was stirred for 18 h at rt, then was diluted with EtOAc (1 L) and stirred another 24 h. The resulting precipitate was filtered, washed with 4:1 EtOAc/methanol, and dried to give a first crop of the title compound. The filtrate was concentrated and basified to pH 13-14 wi... Product: C(CC(O)(C(=O)O)CC(=O)O)(=O)O.FC1=CC=C(C=C1)C=1N(N=C2CCNCCC12)C(C)C (3-(4-Fluoro-phenyl)-2-isopropyl-2,4,5,6,7,8-hexahydro-1,2,6-triaza-azulene, citrate salt). The solvent is CO (methanol), CO (methanol), CCOC(=O)C (EtOAc). The reactants are COC(=O)C(C)(N)Cc1ccccc1, CN(C)C=O, O=C(O)c1cc2cc(Cl)ccc2[nH]1, ClCCl. Product: COC(=O)C(C)(Cc1ccccc1)NC(=O)c1cc2cc(Cl)ccc2[nH]1. As a reaction SMILES: [CH3:1][O:2][C:3]([C:4]([CH2:5][c:6]1[cH:7][cH:8][cH:9][cH:10][cH:11]1)([CH3:12])[NH2:13])=[O:14].[CH3:28][N:29]([CH3:30])[CH:31]=[O:32].[Cl:15][c:16]1[cH:17][c:18]2[cH:19][c:20]([C:25](=[O:26])[OH:27])[nH:21][c:22]2[cH:23][cH:24]1.[Cl:33][CH2:34][Cl:35]>>[CH3:1][O:2][C:3]([C:4]([CH2:5][c:6]1[cH:7][cH:8][cH:9][cH:10][cH:11]1)([CH3:12])[NH:13][C:25]([c:20]1[cH:19][c:18]2[cH:17][c:16]([Cl:15])[cH:24][cH:23][c:22]2[nH:21]1)=[O:26])=[O:14]. Reactants: C(C1=CC=CC=C1)OC1=CC=C(C=C1)N1C(=C(C2=CC=CC=C12)C=O)C (1-(4-benzyloxyphenyl)-2-methyl-1H-indole-3-carbaldehyde), Cl.NO (hydroxylamine hydrochloride), CO (methanol). Solvent: N1=CC=CC=C1 (pyridine). Product: C(C1=CC=CC=C1)OC1=CC=C(C=C1)N1C(=C(C2=CC=CC=C12)C=NO)C (1-(4-Benzyloxyphenyl)-2-methyl-1H-indole-3-carbaldehyde oxime). Isolated yield 53.0%. Reaction SMILES: [CH2:1]([O:8][C:9]1[CH:14]=[CH:13][C:12]([N:15]2[C:23]3[C:18](=[CH:19][CH:20]=[CH:21][CH:22]=3)[C:17]([CH:24]=O)=[C:16]2[CH3:26])=[CH:11][CH:10]=1)[C:2]1[CH:7]=[CH:6][CH:5]=[CH:4][CH:3]=1.Cl.[NH2:28][OH:29].CO>N1C=CC=CC=1>[CH2:1]([O:8][C:9]1[CH:14]=[CH:13][C:12]([N:15]2[C:23]3[C:18](=[CH:19][CH:20]=[CH:21][CH:22]=3)[C:17]([CH:24]=[N:28][OH:29])=[C:16]2[CH3:26])=[CH:11][CH:10]=1)[C:2]1[CH:7]=[CH:6][CH:5]=[CH:4][CH:3]=1 |f:1.2|. Reported procedure: A solution of 1-(4-benzyloxyphenyl)-2-methyl-1H-indole-3-carbaldehyde (0.64 g, 1.9 mmol), hydroxylamine hydrochloride (0.25 g, 3.6 mmol), methanol (25 mL) and pyridine (1 mL) was heated to reflux for 30 min. The mixture was cooled, the methanol removed by evaporation. The product was extracted into ethyl acetate (2×50 mL) and the organic layer was washed with water and brine and dried over MgSO4. The solvent was evaporated, and the product was purified by silica gel chromatography (25% ethyl ace... Reactants: CN, CCO, Cc1ccc(C(=O)NC2CC2)cc1-n1ccnc(NC2(c3ccccc3OCCCl)CC2)c1=O. Yields the product CNCCOc1ccccc1C1(Nc2nccn(-c3cc(C(=O)NC4CC4)ccc3C)c2=O)CC1. RXN SMILES: [CH3:35][NH2:36].[CH3:37][CH2:38][OH:39].[Cl:1][CH2:2][CH2:3][O:4][c:5]1[c:6]([C:11]2([NH:14][c:15]3[c:16](=[O:34])[n:17](-[c:21]4[cH:22][c:23]([C:24](=[O:25])[NH:26][CH:27]5[CH2:28][CH2:29]5)[cH:30][cH:31][c:32]4[CH3:33])[cH:18][cH:19][n:20]3)[CH2:12][CH2:13]2)[cH:7][cH:8][cH:9][cH:10]1>>[CH2:2]([CH2:3][O:4][c:5]1[c:6]([C:11]2([NH:14][c:15]3[c:16](=[O:34])[n:17](-[c:21]4[cH:22][c:23]([C:24](=[O:25])[NH:26][CH:27]5[CH2:28][CH2:29]5)[cH:30][cH:31][c:32]4[CH3:33])[cH:18][cH:19][n:20]3)[CH2:12][CH2:13]2)[cH:7][cH:8][cH:9][cH:10]1)[NH:36][CH3:35].